From a dataset of the Open Reaction Database (ORD), a public repository of structured organic reaction records. describe an organic reaction: reactants, conditions, products, and yield The reactants are CCOC(C)=O, Cc1ccc(O)cc1C, CC(=O)O, O=[N+]([O-])O. Yields the product Cc1ccc(O)c([N+](=O)[O-])c1C. As a reaction SMILES: [CH3:14][CH2:15][O:16][C:17](=[O:18])[CH3:19].[CH3:1][c:2]1[cH:3][cH:4][c:5]([OH:6])[cH:7][c:8]1[CH3:9].[CH3:20][C:21](=[O:22])[OH:23].[OH:10][N+:11]([O-:12])=[O:13]>>[CH3:1][c:2]1[cH:3][cH:4][c:5]([OH:6])[c:7]([N+:11](=[O:10])[O-:12])[c:8]1[CH3:9]. Reactants: N\C(\C1CCN(CC1)S(=O)(=O)C)=N/OC(=O)[C@@H](CC(=O)OC(C)(C)C)CCCC1CCCCC1 (tert-butyl(3R)-3-{[({(Z)-amino[1-(methylsulfonyl)-4-piperidinyl]methylidene}amino)oxy]carbonyl}-6-cyclohexylhexanoate), N1=CC=CC=C1 (pyridine). The reagents and catalysts are [Cl-].[Cl-].[Zn+2] (ZnCl2). Solvent: CCOC(=O)C (EtOAc), C1(=CC=CC=C1)C (toluene). Product: C1(CCCCC1)CCC[C@H](CC(=O)OC(C)(C)C)C1=NC(=NO1)C1CCN(CC1)S(=O)(=O)C (tert-butyl(3R)-6-cyclohexyl-3-{3-[1-(methylsulfonyl)-4-piperidinyl]-1,2,4-oxadiazol-5-yl}hexanoate). The yield is 36.2%. Reaction SMILES: [NH2:1]/[C:2](=[N:13]\[O:14][C:15]([C@H:17]([CH2:26][CH2:27][CH2:28][CH:29]1[CH2:34][CH2:33][CH2:32][CH2:31][CH2:30]1)[CH2:18][C:19]([O:21][C:22]([CH3:25])([CH3:24])[CH3:23])=[O:20])=O)/[CH:3]1[CH2:8][CH2:7][N:6]([S:9]([CH3:12])(=[O:11])=[O:10])[CH2:5][CH2:4]1.N1C=CC=CC=1>C1(C)C=CC=CC=1.CCOC(C)=O.[Cl-].[Cl-].[Zn+2]>[CH:29]1([CH2:28][CH2:27][CH2:26][C@@H:17]([C:15]2[O:14][N:13]=[C:2]([CH:3]3[CH2:8][CH2:7][N:6]([S:9]([CH3:12])(=[O:11])=[O:10])[CH2:5][CH2:4]3)[N:1]=2)[CH2:18][C:19]([O:21][C:22]([CH3:25])([CH3:24])[CH3:23])=[O:20])[CH2:34][CH2:33][CH2:32][CH2:31][CH2:30]1 |f:4.5.6|. Reported procedure: A solution of tert-butyl(3R)-3-{[({(Z)-amino[1-(methylsulfonyl)-4-piperidinyl]methylidene}amino)oxy]carbonyl}-6-cyclohexylhexanoate (preparation 42) (1.50 g, 1.83 mmol) in toluene (100 ml) was treated with pyridine (90 μl, 1.83 mmol) and anhydrous ZnCl2 (150 mg, 1.83 mmol) and heated at reflux for 20 hours. The reaction mixture was diluted with EtOAc and washed with H2O, brine and H2O, dried over anhydrous Na2SO4 and filtered. The solvent was removed under reduced pressure. The residue was purif... Starting materials: BrC=1C(=NC=C(C(=O)OC)C1)OC (methyl 5-bromo-6-methoxynicotinate), C1(=C(C=CC=C1)P(C1=C(C=CC=C1)C)C1=C(C=CC=C1)C)C (tri(o-tolyl)phosphine), [Cl-].[NH4+] (ammonium chloride), C(C=C)#N (acrylonitrile). The reagents and catalysts are C(C)(=O)[O-].[Pd+2].C(C)(=O)[O-] (palladium acetate). Run in CN(C)C=O (DMF), C(C)N(CC)CC (triethylamine). Conditions: temperature 120 celsius, time 10 hour. Product: C(#N)C=CC=1C(=NC=C(C(=O)OC)C1)OC (methyl 5-(2-cyanovinyl)-6-methoxynicotinate). As a reaction SMILES: Br[C:2]1[C:3]([O:12][CH3:13])=[N:4][CH:5]=[C:6]([CH:11]=1)[C:7]([O:9][CH3:10])=[O:8].C1(C)C=CC=CC=1P(C1C=CC=CC=1C)C1C=CC=CC=1C.[C:36](#[N:39])[CH:37]=[CH2:38].[Cl-].[NH4+]>C([O-])(=O)C.[Pd+2].C([O-])(=O)C.CN(C=O)C.C(N(CC)CC)C>[C:36]([CH:37]=[CH:38][C:2]1[C:3]([O:12][CH3:13])=[N:4][CH:5]=[C:6]([CH:11]=1)[C:7]([O:9][CH3:10])=[O:8])#[N:39] |f:3.4,5.6.7|. Reported procedure: Under a nitrogen atmosphere, to a mixture of methyl 5-bromo-6-methoxynicotinate (2.37 g), palladium acetate (430 mg), tri(o-tolyl)phosphine (1.17 g), triethylamine (4.0 mL) and DMF (20 mL) was added acrylonitrile (6.4 mL), and the mixture was stirred under microwave irradiation at 120° C. for 10 hr. To the reaction mixture was added saturated aqueous ammonium chloride solution, and the mixture was extracted with ethyl acetate and THF. The extract was washed with saturated brine, and dried over a... Yields the product ClC1=NC(=CC2=C1N=C(N2C2=CC=C(C=C2)CCN)CC)C (2-[4-(4-chloro-2-ethyl-6-methyl-1H-imidazo[4,5-c]pyridin-1-yl)phenyl]ethanamine). Run in ClCCl (dichloromethane). The reactants are ClC1=NC(=CC2=C1N=C(N2C2=CC=C(C=C2)CCNC(OC(C)(C)C)=O)CC)C (tert-Butyl 2-[4-(4-chloro-2-ethyl-6-methyl-1H-imidazo[4,5-c]pyridin-1-yl)phenyl]ethylcarbamate), FC(C(=O)O)(F)F (trifluoroacetic acid). Procedure details: To a stirred solution of tert-butyl 2-[4-(4-chloro-2-ethyl-6-methyl-1H-imidazo[4,5-c]pyridin-1-yl)phenyl]ethylcarbamate (step 3, 90 mg, 0.22 mmol) in dichloromethane (8.5 ml) was added trifluoroacetic acid (1.0 ml, 13.0 mmol) at 0° C., and the mixture was stirred at 0° C. for 30 min, then at room temperature for 5 h. The mixture was concentrated, and diluted with dichloromethane (50 ml), washed with saturated aqueous NaHCO3 solution (10 ml) and brine (10 ml). The organic layer was dried (MgSO4),... The yield is 72.2%. Reaction conditions: temperature 0 celsius, time 30 minute. RXN SMILES: [Cl:1][C:2]1[C:7]2[N:8]=[C:9]([CH2:27][CH3:28])[N:10]([C:11]3[CH:16]=[CH:15][C:14]([CH2:17][CH2:18][NH:19]C(=O)OC(C)(C)C)=[CH:13][CH:12]=3)[C:6]=2[CH:5]=[C:4]([CH3:29])[N:3]=1.FC(F)(F)C(O)=O>ClCCl>[Cl:1][C:2]1[C:7]2[N:8]=[C:9]([CH2:27][CH3:28])[N:10]([C:11]3[CH:12]=[CH:13][C:14]([CH2:17][CH2:18][NH2:19])=[CH:15][CH:16]=3)[C:6]=2[CH:5]=[C:4]([CH3:29])[N:3]=1. Run in CN(C)C=O (DMF), C1(=CC=CC=C1)C (toluene). The product is Cl.ClC1=NC=NC2=CC(=C(C=C12)OC)OCCN(C1=NC=NC(=C1)C)C (4-chloro-6-methoxy-7-(2-(N-methyl-N-(6-methylpyrimidin-4-yl)amino)ethoxy)quinazoline hydrochloride). Reaction SMILES: [CH3:1][O:2][C:3]1[CH:4]=[C:5]2[C:10](=[CH:11][C:12]=1[O:13][CH2:14][CH2:15][N:16]([CH3:24])[C:17]1[CH:22]=[C:21]([CH3:23])[N:20]=[CH:19][N:18]=1)[N:9]=[CH:8][NH:7][C:6]2=O.S(Cl)([Cl:28])=O>CN(C=O)C.C1(C)C=CC=CC=1>[ClH:28].[Cl:28][C:6]1[C:5]2[C:10](=[CH:11][C:12]([O:13][CH2:14][CH2:15][N:16]([CH3:24])[C:17]3[CH:22]=[C:21]([CH3:23])[N:20]=[CH:19][N:18]=3)=[C:3]([O:2][CH3:1])[CH:4]=2)[N:9]=[CH:8][N:7]=1 |f:4.5|. Isolated yield 90.0%. Procedure details: A mixture of 6-methoxy-7-(2-(N-methyl-N-(6-methylpyrimidin-4-yl)amino)ethoxy)-3,4-dihydroquinazolin-4-one (250 mg, 0.73 mmol) in thionyl chloride (5 ml) and DMF (0.1 ml) was heated at reflux for 1 hour. The mixture was diluted with toluene and the volatiles were removed by evaporation. The residue was triturated with methylene chloride/ether, the solid was collected by filtration and dried under vacuum to give 4-chloro-6-methoxy-7-(2-(N-methyl-N-(6-methylpyrimidin-4-yl)amino)ethoxy)quinazoline h... Reactants: COC=1C=C2C(NC=NC2=CC1OCCN(C1=NC=NC(=C1)C)C)=O (6-methoxy-7-(2-(N-methyl-N-(6-methylpyrimidin-4-yl)amino)ethoxy)-3,4-dihydroquinazolin-4-one), S(=O)(Cl)Cl (thionyl chloride).